This data is from the Open Reaction Database (ORD), a public repository of structured organic reaction records. The task is: describe an organic reaction: reactants, conditions, products, and yield Starting materials: C(C)(C)(C)NCC(=O)C1=CC(=C(C=C1)OC(C(C)(C)C)=O)O (3-hydroxy-4-(pivalyloxy)phenyl tert-butylaminomethyl ketone), C[O-].[Na+] (sodium methoxide), C1(=CC=CC=C1)[O-].[Na+] (sodium phenolate salt), C(C(C)(C)C)(=O)Cl (pivalyl chloride). Product: C(C)(C)(C)NCC(=O)C1=CC(=C(C=C1)OC(C(C)(C)C)=O)OC(C(C)(C)C)=O (3,4-bis(pivalyloxy)phenyl tert-butylaminomethyl ketone). RXN SMILES: [C:1]([NH:5][CH2:6][C:7]([C:9]1[CH:14]=[CH:13][C:12]([O:15][C:16](=[O:21])[C:17]([CH3:20])([CH3:19])[CH3:18])=[C:11]([OH:22])[CH:10]=1)=[O:8])([CH3:4])([CH3:3])[CH3:2].C[O-].[Na+].C1([O-])C=CC=CC=1.[Na+].[C:34](Cl)(=[O:39])[C:35]([CH3:38])([CH3:37])[CH3:36]>>[C:1]([NH:5][CH2:6][C:7]([C:9]1[CH:14]=[CH:13][C:12]([O:15][C:16](=[O:21])[C:17]([CH3:20])([CH3:19])[CH3:18])=[C:11]([O:22][C:34](=[O:39])[C:35]([CH3:38])([CH3:37])[CH3:36])[CH:10]=1)=[O:8])([CH3:4])([CH3:2])[CH3:3] |f:1.2,3.4|. Reported procedure: Following a procedure similar to that described in Example 2A above, when 3-hydroxy-4-(pivalyloxy)phenyl tert-butylaminomethyl ketone is interacted with one equivalent of sodium methoxide and the resulting sodium phenolate salt is reacted with pivalyl chloride there is obtained 3,4-bis(pivalyloxy)phenyl tert-butylaminomethyl ketone, which reacts with hydrochloric acid to yield the hydrochloride salt. When this hydrochloride is catalytically hydrogenated, using the procedure described above in Ex... Reactants: N1(CCCCC1)C=1C=C2C(NC(=NC2=CC1)N1N=CC(=C1)C(=O)OCC)=O (ethyl 1-(6-(piperidin-1-yl)-4-oxo-3,4-dihydroquinazolin-2-yl)-1H-pyrazole-4-carboxylate), N1CCOCC1 (morpholine). The product is O1CCN(CC1)C1=NC(=NC2=CC=C(C=C12)N1CCCCC1)N1N=CC(=C1)C(=O)O (1-(4-Morpholino-6-(piperidin-1-yl)quinazolin-2-yl)-1H-pyrazole-4-carboxylic acid). RXN SMILES: [N:1]1([C:7]2[CH:8]=[C:9]3[C:14](=[CH:15][CH:16]=2)[N:13]=[C:12]([N:17]2[CH:21]=[C:20]([C:22]([O:24]CC)=[O:23])[CH:19]=[N:18]2)[NH:11][C:10]3=O)[CH2:6][CH2:5][CH2:4][CH2:3][CH2:2]1.[NH:28]1[CH2:33][CH2:32][O:31][CH2:30][CH2:29]1>>[O:31]1[CH2:32][CH2:33][N:28]([C:10]2[C:9]3[C:14](=[CH:15][CH:16]=[C:7]([N:1]4[CH2:2][CH2:3][CH2:4][CH2:5][CH2:6]4)[CH:8]=3)[N:13]=[C:12]([N:17]3[CH:21]=[C:20]([C:22]([OH:24])=[O:23])[CH:19]=[N:18]3)[N:11]=2)[CH2:29][CH2:30]1. Procedure details: The above compound may be made analogous to Example 1 using ethyl 1-(6-(piperidin-1-yl)-4-oxo-3,4-dihydroquinazolin-2-yl)-1H-pyrazole-4-carboxylate in step D and morpholine in step E. MS (ESI/CI): predicted mass C21H24N6O3, 408.2. Starting materials: [Al+3], CC(=O)Br, CC(C)(CCc1ccccc1)NC=O, [Cl-], [Cl-], [Cl-], ClCCCl. The product is CC(=O)c1ccc(CCC(C)(C)NC=O)cc1. Reaction SMILES: [Al+3:20].[C:15]([CH3:16])(=[O:17])[Br:18].[CH:1](=[O:2])[NH:3][C:4]([CH2:5][CH2:6][c:7]1[cH:8][cH:9][cH:10][cH:11][cH:12]1)([CH3:13])[CH3:14].[Cl-:19].[Cl-:21].[Cl-:22].[Cl:23][CH2:24][CH2:25][Cl:26]>>[CH:1](=[O:2])[NH:3][C:4]([CH2:5][CH2:6][c:7]1[cH:8][cH:9][c:10]([C:15]([CH3:16])=[O:17])[cH:11][cH:12]1)([CH3:13])[CH3:14].